This data is from the Open Reaction Database (ORD), a public repository of structured organic reaction records. The task is: describe an organic reaction: reactants, conditions, products, and yield The reactants are ClCCCCBr, Cc1noc(C)c1-c1cc[nH]c(=O)n1, [H-], [Na+], CN(C)C=O, O. Product: Cc1noc(C)c1-c1ccn(CCCCCl)c(=O)n1. RXN SMILES: [Br:17][CH2:18][CH2:19][CH2:20][CH2:21][Cl:22].[CH3:1][c:2]1[n:3][o:4][c:5]([CH3:14])[c:6]1-[c:7]1[n:8][c:9](=[O:13])[nH:10][cH:11][cH:12]1.[H-:16].[Na+:15].[O:24]=[CH:25][N:26]([CH3:27])[CH3:28].[OH2:23]>>[CH3:1][c:2]1[n:3][o:4][c:5]([CH3:14])[c:6]1-[c:7]1[n:8][c:9](=[O:13])[n:10]([CH2:18][CH2:19][CH2:20][CH2:21][Cl:22])[cH:11][cH:12]1. Reactants: COc1cc(C=O)cc(Br)c1O, O=C([O-])[O-], COS(=O)(=O)OC, CC(C)=O, CCOC(C)=O, [K+], [K+]. Product: COc1cc(C=O)cc(Br)c1OC. RXN SMILES: [Br:1][c:2]1[c:3]([OH:12])[c:4]([O:10][CH3:11])[cH:5][c:6]([CH:7]=[O:8])[cH:9]1.[C:13](=[O:14])([O-:15])[O-:16].[CH3:19][O:20][S:21]([O:22][CH3:23])(=[O:24])=[O:25].[CH3:26][C:27](=[O:28])[CH3:29].[CH3:30][CH2:31][O:32][C:33](=[O:34])[CH3:35].[K+:17].[K+:18]>>[Br:1][c:2]1[c:3]([O:12][CH3:13])[c:4]([O:10][CH3:11])[cH:5][c:6]([CH:7]=[O:8])[cH:9]1.